From a dataset of the Open Reaction Database (ORD), a public repository of structured organic reaction records. describe an organic reaction: reactants, conditions, products, and yield Reactants: O.C(C)(=O)O (water acetic acid), ClC1=C(C(C2=C(C=CC=C2)OC)O)C=C(C=C1)[N+](=O)[O-] (2-chloro-2'-methoxy-5-nitrobenzhydrol), C (charcoal), methylene chloride hexanes, CO.O (methanol water). The reagents and catalysts are [O-2].[Cr+6].[O-2].[O-2] (chromium(VI) oxide). Run in O (water), O (water). Run at time 1 hour. Product: ClC1=C(C(=O)C2=C(C=CC=C2)OC)C=C(C=C1)[N+](=O)[O-] (2-Chloro-2'-methoxy-5-nitrobenzophenone). Reaction SMILES: O.C(O)(=O)C.[Cl:6][C:7]1[CH:22]=[CH:21][C:20]([N+:23]([O-:25])=[O:24])=[CH:19][C:8]=1[CH:9]([OH:18])[C:10]1[CH:15]=[CH:14][CH:13]=[CH:12][C:11]=1[O:16][CH3:17].CO.O.C>O.[O-2].[Cr+6].[O-2].[O-2]>[Cl:6][C:7]1[CH:22]=[CH:21][C:20]([N+:23]([O-:25])=[O:24])=[CH:19][C:8]=1[C:9]([C:10]1[CH:15]=[CH:14][CH:13]=[CH:12][C:11]=1[O:16][CH3:17])=[O:18] |f:0.1,3.4,7.8.9.10|. Procedure: A solution of chromium(VI) oxide (91 g, 0.919 mol) in a 1:4 water/acetic acid solution is added portionwise to 2-chloro-2'-methoxy-5-nitrobenzhydrol (64.2 g, 0.219 mol) while maintaining the reaction mixture temperature at 25°-35° C. The reaction mixture is then stirred at 25°-35° C. for 1 hour, cooled, diluted with water and concentrated in vacuo to obtain a residue. The residue is diluted with water and extracted with methylene chloride. The organic extracts are combined, dried over anhydrous ... Starting materials: dichlorobis(triphenyl phosphine) palladium (II), FC1=C(C(=O)N)C(=CC=C1OCC=1CC2=CC=C(C=C2C1)B1OC(C(O1)(C)C)(C)C)F (2,6-Difluoro-3-[5-(4,4,5,5-tetramethyl-[1,3,2]dioxaborolan-2-yl)-1H-inden-2-ylmethoxy]-benzamide), C1(=CCCCC1)OS(=O)(=O)C(F)(F)F (trifluoromethanesulfonic acid cyclohex-1-enyl ester), P(=O)([O-])([O-])[O-].[K+].[K+].[K+] (potassium phosphate). Run in O (water), CN(C)C=O (DMF), O (water). Conditions: temperature 80 celsius. Product: C1(=CCCCC1)C=1C=C2C=C(CC2=CC1)COC=1C(=C(C(=O)N)C(=CC1)F)F (3-(5-Cyclohex-1-enyl-1H-inden-2-ylmethoxy)-2,6-difluoro-benzamide). The yield is 22.3%. Reaction SMILES: [F:1][C:2]1[C:10]([O:11][CH2:12][C:13]2[CH2:14][C:15]3[C:20]([CH:21]=2)=[CH:19][C:18](B2OC(C)(C)C(C)(C)O2)=[CH:17][CH:16]=3)=[CH:9][CH:8]=[C:7]([F:31])[C:3]=1[C:4]([NH2:6])=[O:5].[C:32]1(OS(C(F)(F)F)(=O)=O)[CH2:37][CH2:36][CH2:35][CH2:34][CH:33]=1.P([O-])([O-])([O-])=O.[K+].[K+].[K+]>CN(C=O)C.O>[C:32]1([C:18]2[CH:19]=[C:20]3[C:15](=[CH:16][CH:17]=2)[CH2:14][C:13]([CH2:12][O:11][C:10]2[C:2]([F:1])=[C:3]([C:7]([F:31])=[CH:8][CH:9]=2)[C:4]([NH2:6])=[O:5])=[CH:21]3)[CH2:37][CH2:36][CH2:35][CH2:34][CH:33]=1 |f:2.3.4.5|. Procedure details: To a solution of 2,6-Difluoro-3-[5-(4,4,5,5-tetramethyl-[1,3,2]dioxaborolan-2-yl)-1H-inden-2-ylmethoxy]-benzamide (0.10 g, 0.20 mmol) in 3 ml of anhydrous DMF and water (1.5 ml) was added trifluoromethanesulfonic acid cyclohex-1-enyl ester (0.15 g, 0.60 mmol) and potassium phosphate (0.057 g, 0.20 mmol). The reaction mixture was degassed for 10 minutes followed by addition of dichlorobis(triphenyl phosphine) palladium (II) (0.02 g, 0.03 mmol). The reaction mixture was heated at 80° C. for 1 h un... The reactants are O=C([O-])O, CC(=O)Cl, ClCCl, [Na+], O, OCCCCOc1ccc2nc(-c3ccccc3)n(-c3ccccc3)c2c1, c1ccncc1. Yields the product CC(=O)OCCCCOc1ccc2nc(-c3ccccc3)n(-c3ccccc3)c2c1. As a reaction SMILES: [C:38](=[O:39])([OH:40])[O-:41].[CH3:34][C:35]([Cl:36])=[O:37].[Cl:43][CH2:44][Cl:45].[Na+:42].[OH2:46].[c:1]1(-[n:7]2[c:8](-[c:22]3[cH:23][cH:24][cH:25][cH:26][cH:27]3)[n:9][c:10]3[c:11]2[cH:12][c:13]([O:16][CH2:17][CH2:18][CH2:19][CH2:20][OH:21])[cH:14][cH:15]3)[cH:2][cH:3][cH:4][cH:5][cH:6]1.[cH:28]1[cH:29][cH:30][n:31][cH:32][cH:33]1>>[c:1]1(-[n:7]2[c:8](-[c:22]3[cH:23][cH:24][cH:25][cH:26][cH:27]3)[n:9][c:10]3[c:11]2[cH:12][c:13]([O:16][CH2:17][CH2:18][CH2:19][CH2:20][O:21][C:35]([CH3:34])=[O:37])[cH:14][cH:15]3)[cH:2][cH:3][cH:4][cH:5][cH:6]1. Starting materials: [Al+3], C1CCOC1, CCCC1CCC(C2CCC(CCC=O)CC2)CC1, [H-], [H-], [H-], [H-], [Li+], [Na+], [OH-]. The product is CCCC1CCC(C2CCC(CCCO)CC2)CC1. RXN SMILES: [Al+3:2].[CH2:28]1[O:29][CH2:30][CH2:31][CH2:32]1.[CH2:7]([CH2:8][CH3:9])[CH:10]1[CH2:11][CH2:12][CH:13]([CH:16]2[CH2:17][CH2:18][CH:19]([CH2:22][CH2:23][CH:24]=[O:25])[CH2:20][CH2:21]2)[CH2:14][CH2:15]1.[H-:1].[H-:4].[H-:5].[H-:6].[Li+:3].[Na+:27].[OH-:26]>>[CH2:7]([CH2:8][CH3:9])[CH:10]1[CH2:11][CH2:12][CH:13]([CH:16]2[CH2:17][CH2:18][CH:19]([CH2:22][CH2:23][CH2:24][OH:25])[CH2:20][CH2:21]2)[CH2:14][CH2:15]1. Starting materials: N#CCNC(=O)C1CC(S(=O)(=O)c2ccccc2C(F)(F)F)CN1, Cl, O=C(O)C1CCCCC1. Yields the product N#CCNC(=O)C1CC(S(=O)(=O)c2ccccc2C(F)(F)F)CN1C(=O)C1CCCCC1. RXN SMILES: [C:2](#[N:3])[CH2:4][NH:5][C:6](=[O:7])[CH:8]1[NH:9][CH2:10][CH:11]([S:13](=[O:14])(=[O:15])[c:16]2[c:17]([C:22]([F:23])([F:24])[F:25])[cH:18][cH:19][cH:20][cH:21]2)[CH2:12]1.[ClH:1].[OH:26][C:27](=[O:28])[CH:29]1[CH2:30][CH2:31][CH2:32][CH2:33][CH2:34]1>>[C:2](#[N:3])[CH2:4][NH:5][C:6](=[O:7])[CH:8]1[N:9]([C:27](=[O:26])[CH:29]2[CH2:30][CH2:31][CH2:32][CH2:33][CH2:34]2)[CH2:10][CH:11]([S:13](=[O:14])(=[O:15])[c:16]2[c:17]([C:22]([F:23])([F:24])[F:25])[cH:18][cH:19][cH:20][cH:21]2)[CH2:12]1. Reactants: C1CCC2=NCCCN2CC1, COc1cccc2c1CNC2, O=C(O)c1cn(C2CC2)c2c(F)c(F)c(F)c(NCCO)c2c1=O, CN(C)C=O. As a reaction SMILES: [CH2:36]1[CH2:37][CH2:38][C:39]2=[N:44][CH2:43][CH2:42][CH2:41][N:40]2[CH2:45][CH2:46]1.[CH3:25][O:26][c:27]1[c:28]2[c:32]([cH:33][cH:34][cH:35]1)[CH2:31][NH:30][CH2:29]2.[CH:1]1([n:4]2[cH:5][c:6]([C:22](=[O:23])[OH:24])[c:7](=[O:21])[c:8]3[c:9]([NH:17][CH2:18][CH2:19][OH:20])[c:10]([F:16])[c:11]([F:15])[c:12]([F:14])[c:13]23)[CH2:2][CH2:3]1.[O:47]=[CH:48][N:49]([CH3:50])[CH3:51]>>[CH:1]1([n:4]2[cH:5][c:6]([C:22](=[O:23])[OH:24])[c:7](=[O:21])[c:8]3[c:9]([NH:17][CH2:18][CH2:19][OH:20])[c:10]([F:16])[c:11]([N:30]4[CH2:29][c:28]5[c:27]([O:26][CH3:25])[cH:35][cH:34][cH:33][c:32]5[CH2:31]4)[c:12]([F:14])[c:13]23)[CH2:2][CH2:3]1. The product is COc1cccc2c1CN(c1c(F)c(NCCO)c3c(=O)c(C(=O)O)cn(C4CC4)c3c1F)C2.